From a dataset of the Open Reaction Database (ORD), a public repository of structured organic reaction records. describe an organic reaction: reactants, conditions, products, and yield Reactants: FC=1C(=CC2=C(N=C(S2)N)C1)OC (5-fluoro-6-methoxybenzo[d]thiazol-2-amine), BrCC1CCCCC1 (bromomethyl cyclohexane), C([O-])([O-])=O.[K+].[K+] (potassium carbonate). Run in CN1CCCC1=O (NMP). Reaction conditions: temperature 80 celsius, time 24 hour. Yields the product C1(CCCCC1)CNC=1SC2=C(N1)C=C(C(=C2)OC)F (N-(cyclohexylmethyl)-5-fluoro-6-methoxybenzo[d]thiazol-2-amine). The yield is 59.8%. Reaction SMILES: [F:1][C:2]1[C:3]([O:12][CH3:13])=[CH:4][C:5]2[S:9][C:8]([NH2:10])=[N:7][C:6]=2[CH:11]=1.Br[CH2:15][CH:16]1[CH2:21][CH2:20][CH2:19][CH2:18][CH2:17]1.C(=O)([O-])[O-].[K+].[K+]>CN1C(=O)CCC1>[CH:16]1([CH2:15][NH:10][C:8]2[S:9][C:5]3[CH:4]=[C:3]([O:12][CH3:13])[C:2]([F:1])=[CH:11][C:6]=3[N:7]=2)[CH2:21][CH2:20][CH2:19][CH2:18][CH2:17]1 |f:2.3.4|. Procedure details: To the solution of 5-fluoro-6-methoxybenzo[d]thiazol-2-amine (350 mg, 1.76 mmol, 1.0 eq) in 2 mL of NMP was added bromomethyl cyclohexane (370 μL, 2.65 mmol, 1.5 eq) and potassium carbonate (366 mg, 2.65 mmol, 1.5 eq) at room temperature. The reaction mixture was stirred at 80° C. for 24 hours with subsequent addition of reagents till reaction completion and thereafter quenched with saturated sodium bicarbonate solution (100 mL) which was then extracted with ethyl acetate (125 mL×3), combined or... As a reaction SMILES: [C:1]([CH3:2])([CH3:3])([CH3:4])[O:5][C:6]([NH:7][C:8]([CH2:9][n:10]1[c:11](=[O:27])[n:12](-[c:18]2[c:19]([F:26])[c:20]([O:24][CH3:25])[cH:21][cH:22][cH:23]2)[c:13](=[O:17])[nH:14][c:15]1=[O:16])([CH3:28])[CH3:29])=[O:30].[F:37][c:38]1[c:39]([CH2:40][Br:41])[c:42]([C:46]([F:47])([F:48])[F:49])[cH:43][cH:44][cH:45]1.[K+:31].[K+:32].[O-:33][C:34]([O-:35])=[O:36].[O:50]=[CH:51][N:52]([CH3:53])[CH3:54]>>[C:1]([CH3:2])([CH3:3])([CH3:4])[O:5][C:6]([NH:7][C:8]([CH2:9][n:10]1[c:11](=[O:27])[n:12](-[c:18]2[c:19]([F:26])[c:20]([O:24][CH3:25])[cH:21][cH:22][cH:23]2)[c:13](=[O:17])[n:14]([CH2:40][c:39]2[c:38]([F:37])[cH:45][cH:44][cH:43][c:42]2[C:46]([F:47])([F:48])[F:49])[c:15]1=[O:16])([CH3:28])[CH3:29])=[O:30]. Starting materials: COc1cccc(-n2c(=O)[nH]c(=O)n(CC(C)(C)NC(=O)OC(C)(C)C)c2=O)c1F, Fc1cccc(C(F)(F)F)c1CBr, [K+], [K+], O=C([O-])[O-], CN(C)C=O. Product: COc1cccc(-n2c(=O)n(Cc3c(F)cccc3C(F)(F)F)c(=O)n(CC(C)(C)NC(=O)OC(C)(C)C)c2=O)c1F. Reactants: ClC1=CC=C(C=C1)C1(CCC1)C(CCCCOC)N (1-[1-(4-chlorophenyl)cyclobutyl]-5-methoxypentylamine), C(=O)OC (methyl formate), C(\C=C/C(=O)O)(=O)O (maleic acid). Run in CCOCC (ether), CCOCC (ether). Conditions: temperature 50 celsius, time 7 day. Yields the product C(\C=C/C(=O)O)(=O)O.CNC(CCCCOC)C1(CCC1)C1=CC=C(C=C1)Cl (N-methyl-1-[1-(4-chlorophenyl)cyclobutyl]-5-methoxypentylamine maleate). RXN SMILES: [Cl:1][C:2]1[CH:7]=[CH:6][C:5]([C:8]2([CH:12]([NH2:19])[CH2:13][CH2:14][CH2:15][CH2:16][O:17][CH3:18])[CH2:11][CH2:10][CH2:9]2)=[CH:4][CH:3]=1.[CH:20](OC)=O.[C:24]([OH:31])(=[O:30])/[CH:25]=[CH:26]\[C:27]([OH:29])=[O:28]>CCOCC>[C:24]([OH:31])(=[O:30])/[CH:25]=[CH:26]\[C:27]([OH:29])=[O:28].[CH3:20][NH:19][CH:12]([C:8]1([C:5]2[CH:4]=[CH:3][C:2]([Cl:1])=[CH:7][CH:6]=2)[CH2:9][CH2:10][CH2:11]1)[CH2:13][CH2:14][CH2:15][CH2:16][O:17][CH3:18] |f:4.5|. Reported procedure: A mixture of 1-[1-(4-chlorophenyl)cyclobutyl]-5-methoxypentylamine [1.7 g prepared in a similar manner to that described in method D hereinbefore (X=Cl, R=3, S=1, T=0.67)] and methyl formate (20 ml) was allowed to stand at ambient temperature for 7 days. The mixture was then filtered to remove a colourless solid which was discarded. The filtrate was evaporated and the residue was dissolved in dry toluene (29 ml). The solution was added dropwise to a 70% solution of bis-(2-methoxyethoxy)aluminium... Reactants: ON1N=NC2=C1C=CC=C2 (1-Hydroxybenzotriazole), ClC1=C(C=CC(=C1)F)CN ([(2-chloro-4-fluorophenyl)methyl]amine), Cl.CN(CCCN=C=NCC)C (N-(3-dimethylaminopropyl)-N′-ethylcarbodiimide hydrochloride), CC(CN1[C@H](C(=O)O)CCC1=O)=C (1-(2-methyl-2-propen-1-yl)-5-oxoproline). Run in ClCCl (dichloromethane), ClCCl (dichloromethane). Run at time 24 hour. Yields the product ClC1=C(C=CC(=C1)F)CNC([C@H]1N(C(CC1)=O)CC(=C)C)=O (N-[(2-chloro-4-fluorophenyl)methyl]-1-(2-methyl-2-propen-1-yl)-5-oxoprolinamide). The yield is 13.5%. As a reaction SMILES: [CH3:1][C:2](=[CH2:13])[CH2:3][N:4]1[C:11](=[O:12])[CH2:10][CH2:9][C@H:5]1[C:6]([OH:8])=O.ON1C2C=CC=CC=2N=N1.[Cl:24][C:25]1[CH:30]=[C:29]([F:31])[CH:28]=[CH:27][C:26]=1[CH2:32][NH2:33].Cl.CN(C)CCCN=C=NCC>ClCCl>[Cl:24][C:25]1[CH:30]=[C:29]([F:31])[CH:28]=[CH:27][C:26]=1[CH2:32][NH:33][C:6](=[O:8])[C@@H:5]1[CH2:9][CH2:10][C:11](=[O:12])[N:4]1[CH2:3][C:2]([CH3:1])=[CH2:13] |f:3.4|. Reported procedure: Crude 1-(2-methyl-2-propen-1-yl)-5-oxoproline (˜0.075 g, ˜0.41 mmol, prepared as described below) was dissolved in dichloromethane (5 ml) and to this was added 1-Hydroxybenzotriazole (0.061 g, 0.45 mmol), [(2-chloro-4-fluorophenyl)methyl]amine (0.068 g, 0.43 mmol), and N-(3-dimethylaminopropyl)-N′-ethylcarbodiimide hydrochloride (0.087 g, 0.45 mmol). The mixture was then stirred at room temperature for 24 hrs. The mixture was diluted with more dichloromethane then washed sequentially with 2M aqu... The reactants are NN (Hydrazine), N\C(=C(/C(=O)OCC)\C#N)\C(Cl)(Cl)Cl ((Z)-ethyl 3-amino-4,4,4-trichloro-2-cyanobut-2-enoate). Solvent: CN(C)C=O (DMF). Reaction conditions: temperature 100 celsius. The product is NC1=NNC(=C1C(=O)OCC)N (ethyl 3,5-diamino-1H-pyrazole-4-carboxylate). Isolated yield 58.0%. RXN SMILES: [NH2:1][NH2:2].[NH2:3]/[C:4](/C(Cl)(Cl)Cl)=[C:5](/[C:11]#[N:12])\[C:6]([O:8][CH2:9][CH3:10])=[O:7]>CN(C=O)C>[NH2:3][C:4]1[C:5]([C:6]([O:8][CH2:9][CH3:10])=[O:7])=[C:11]([NH2:12])[NH:2][N:1]=1. Procedure: Hydrazine (2.19 mL, 70 mmol) was added to (Z)-ethyl 3-amino-4,4,4-trichloro-2-cyanobut-2-enoate (15.0 g, 58 mmol) in DMF (50 mL). The reaction mixture was heated to 100° C. for 1 hr, then cooled to room temperature. The DMF was removed in vacuo, then the residue was slurried in a 95:5 mixture of DCM:2M methanolic ammonia solution. The resulting precipitate was filtered off, washed with a 95:5 mixture of DCM:MeOH, and dried under vacuum to afford 5.72 g (58%) of ethyl 3,5-diamino-1H-pyrazole-4-ca... Reactants: COC(CC1CCC(CC1)C1=CC=C(C=C1)B1OC(C(O1)(C)C)(C)C)=O ({4-[4-(4,4,5,5-tetramethyl-[1,3,2]dioxaborolan-2-yl)-phenyl]-cyclohexyl}-acetic acid methyl ester), BrC1=NC=C(C=C1)Br (2,5-dibromopyridine), C(=O)([O-])[O-].[Na+].[Na+] (Na2CO3). Reagents/catalysts: C=1C=CC(=CC1)[P](C=2C=CC=CC2)(C=3C=CC=CC3)[Pd]([P](C=4C=CC=CC4)(C=5C=CC=CC5)C=6C=CC=CC6)([P](C=7C=CC=CC7)(C=8C=CC=CC8)C=9C=CC=CC9)[P](C=1C=CC=CC1)(C=1C=CC=CC1)C=1C=CC=CC1 (Pd(PPh3)4). The solvent is C1(=CC=CC=C1)C.C(C)O (toluene ethanol). Conditions: temperature 60 celsius. Product: COC(CC1CCC(CC1)C1=CC=C(C=C1)C1=NC=C(C=C1)Br)=O ({4-[4-(5-Bromo-pyridin-2-yl)-phenyl]-cyclohexyl}-acetic acid methyl ester). As a reaction SMILES: [CH3:1][O:2][C:3](=[O:26])[CH2:4][CH:5]1[CH2:10][CH2:9][CH:8]([C:11]2[CH:16]=[CH:15][C:14](B3OC(C)(C)C(C)(C)O3)=[CH:13][CH:12]=2)[CH2:7][CH2:6]1.Br[C:28]1[CH:33]=[CH:32][C:31]([Br:34])=[CH:30][N:29]=1.C([O-])([O-])=O.[Na+].[Na+]>C1C=CC([P]([Pd]([P](C2C=CC=CC=2)(C2C=CC=CC=2)C2C=CC=CC=2)([P](C2C=CC=CC=2)(C2C=CC=CC=2)C2C=CC=CC=2)[P](C2C=CC=CC=2)(C2C=CC=CC=2)C2C=CC=CC=2)(C2C=CC=CC=2)C2C=CC=CC=2)=CC=1.C1(C)C=CC=CC=1.C(O)C>[CH3:1][O:2][C:3](=[O:26])[CH2:4][CH:5]1[CH2:6][CH2:7][CH:8]([C:11]2[CH:12]=[CH:13][C:14]([C:28]3[CH:33]=[CH:32][C:31]([Br:34])=[CH:30][N:29]=3)=[CH:15][CH:16]=2)[CH2:9][CH2:10]1 |f:2.3.4,6.7,^1:44,46,65,84|. Reported procedure: To a solution of {4-[4-(4,4,5,5-tetramethyl-[1,3,2]dioxaborolan-2-yl)-phenyl]-cyclohexyl}-acetic acid methyl ester (4.0 g, 11.2 mmol, 1.0 equiv) and 2,5-dibromopyridine (3.2 g, 13.4 mmol, 1.2 equiv) in 50 Ml toluene/ethanol (1:1) was added 2 M Na2CO3 (16.8 Ml, 3 equiv) followed by Pd(PPh3)4 (0.38 g, 0.34 mmol, 0.03 equiv). The biphasic mixture was sparged with nitrogen for 10 min, then heated to 60° C. for 3 days. The reaction was cooled to room temperature and then partitioned between ethyl ace... Reagents/catalysts: [Fe] (iron). The reactants are ClCl (chlorine), P(=O)([O-])([O-])[O-].[Al+3] (aluminum phosphate), O=P12OP3(=O)OP(=O)(O1)OP(=O)(O2)O3 (P2O5), AlPO4. As a reaction SMILES: [O:1]=[P:2]12[O:13]P3(OP(OP(O3)([O:9]1)=O)(=O)[O:3]2)=O.[Cl:15]Cl.P([O-])([O-])([O-])=O.[Al+3:22]>[Fe]>[Cl-:15].[Al+3:22].[Cl-:15].[Cl-:15].[P:2](=[O:1])([OH:13])([OH:9])[OH:3] |f:2.3,5.6.7.8|. Procedure details: This demonstrated that there was no loss of P2O5 on firing. The powder was amorphous and was examined on an x-ray diffractometer. SEM/TEM revealed small crystals dispersed here and there in the amorphous matrix. These crystals were identified as an odd phase of AlPO4, which becomes amorphous on bombardment by the electron beam. Typical yield of this reaction was 93%. The calcined powder was white and carbon free because the starting materials contained no iron or chlorine. The product is superio... Product: [Cl-].[Al+3].[Cl-].[Cl-] (aluminum chloride), P(O)(O)(O)=O (phosphoric acid). The reactants are C(=O)(C(F)(F)F)O (TFA), CN1CC2=C(NC=3C=CC=CC23)CC1 (2,3,4,5-Tetrahydro-2-methyl-1H-pyrido[4,3-b]indole), CC1=CC=C(C2CO2)C=C1 (4-methylstyrene oxide), [H-].[Na+] (NaH). The solvent is CN(C)C=O (DMF). Product: CN1CC2=C(N(C=3C=CC=CC23)CC(O)C2=CC=C(C=C2)C)CC1 (racemic-2-(1,2,3,4-tetrahydro-2-methylpyrido[4,3-b]indol-5-yl)-1-p-tolylethanol). Yield: 11.1%. As a reaction SMILES: [CH3:1][N:2]1[CH2:14][CH2:13][C:5]2[NH:6][C:7]3[CH:8]=[CH:9][CH:10]=[CH:11][C:12]=3[C:4]=2[CH2:3]1.[CH3:15][C:16]1[CH:24]=[CH:23][C:19]([CH:20]2[O:22][CH2:21]2)=[CH:18][CH:17]=1.[H-].[Na+].C(O)(C(F)(F)F)=O>CN(C=O)C>[CH3:1][N:2]1[CH2:14][CH2:13][C:5]2[N:6]([CH2:21][CH:20]([C:19]3[CH:23]=[CH:24][C:16]([CH3:15])=[CH:17][CH:18]=3)[OH:22])[C:7]3[CH:8]=[CH:9][CH:10]=[CH:11][C:12]=3[C:4]=2[CH2:3]1 |f:2.3|. Procedure details: 2,3,4,5-Tetrahydro-2-methyl-1H-pyrido[4,3-b]indole (400 mg, 2.1 mmol), 4-methylstyrene oxide (2.1 g, 15.7 mmol) and NaH (252 mg, 6.3 mmol) were heated in DMF (5 mL) at 120° C. for 16 h to obtain 75 mg of racemic-2-(1,2,3,4-tetrahydro-2-methylpyrido[4,3-b]indol-5-yl)-1-p-tolylethanol as a TFA salt after purification by reverse-phase chromatography (C-18, 500 mm×50 mm, Mobile Phase A=0.05% TFA in water, B=0.05% TFA in acetonitrile, Gradient: 10% B to 80% B in 30 min., inject ion vol. 5 mL). 1H NMR... The reactants are C(C)(C)(C)C=1C=C(C2=C([C@@](C(O2)=O)(C(F)(F)F)O)C1)C(C)(C)C ((R)-(+)-5,7-Di-tert-butyl-3-hydroxy-3-trifluoromethyl-3H-benzofuran-2-one), C1(=CC=CC2=CC=CC=C12)[C@@H](C)N=C=O ((R)-(−)-1-(1-naphthyl)ethyl isocyanate). The reagents and catalysts are CN(C1=CC=NC=C1)C (4-dimethylaminopyridine). The solvent is C1(=CC=CC=C1)C (toluene). Product: C(C)(C)(C)C=1C(=C(C=C(C1)C(C)(C)C)[C@@]1(C(N(C(O1)=O)[C@H](C)C1=CC=CC2=CC=CC=C12)=O)C(F)(F)F)O ((R)-5-(3,5-Di-tert-butyl-2-hydroxy-phenyl)-3-((R)-1-naphthalen-1-yl-ethyl)-5-trifluoromethyl-oxazolidine-2,4-dione). Yield: 37.9%. RXN SMILES: [C:1]([C:5]1[CH:6]=[C:7]([C:20]([CH3:23])([CH3:22])[CH3:21])[C:8]2[O:12][C:11](=[O:13])[C@@:10]([OH:18])([C:14]([F:17])([F:16])[F:15])[C:9]=2[CH:19]=1)([CH3:4])([CH3:3])[CH3:2].[C:24]1([C@H:34]([N:36]=[C:37]=[O:38])[CH3:35])[C:33]2[C:28](=[CH:29][CH:30]=[CH:31][CH:32]=2)[CH:27]=[CH:26][CH:25]=1>CN(C)C1C=CN=CC=1.C1(C)C=CC=CC=1>[C:20]([C:7]1[C:8]([OH:12])=[C:9]([C@@:10]2([C:14]([F:16])([F:15])[F:17])[O:18][C:37](=[O:38])[N:36]([C@@H:34]([C:24]3[C:33]4[C:28](=[CH:29][CH:30]=[CH:31][CH:32]=4)[CH:27]=[CH:26][CH:25]=3)[CH3:35])[C:11]2=[O:13])[CH:19]=[C:5]([C:1]([CH3:4])([CH3:2])[CH3:3])[CH:6]=1)([CH3:21])([CH3:22])[CH3:23]. Reported procedure: (R)-(+)-5,7-Di-tert-butyl-3-hydroxy-3-trifluoromethyl-3H-benzofuran-2-one (100 mg, 0.3 mmol), (R)-(−)-1-(1-naphthyl)ethyl isocyanate (58 uL, 0.33 mmol), and 4-dimethylaminopyridine (3.7 mg, 0.03 mmol) were heated at reflux in toluene (1 mL) for 1 h under nitrogen. The resulting solution was evaporated to dryness and the residue purified by chromatography on silica gel with a gradient of ethyl acetate in heptane from 0% to 100% in 20 min. and then with heptane/DCM 3:1. One obtained 60 mg (37%) of... The reactants are C(C)N(CC)[Sn](CCCC)(CCCC)CCCC (N,N-diethylaminotributyltin), IC1=CC=C(C=C1)C (p-iodotoluene). The reagents and catalysts are [Cl-].C(C1=CC=CC=C1)[N+](CC)(CC)CC (N-benzyltriethylammonium chloride). Run in C1(=CC=CC=C1)C (toluene). Product: C(C)N(CC)C=1C=C(C=CC1)C (3-(N,N-diethylamino)toluene). RXN SMILES: [CH2:1]([N:3]([Sn](CCCC)(CCCC)CCCC)[CH2:4][CH3:5])[CH3:2].I[C:20]1[CH:25]=[CH:24][C:23]([CH3:26])=[CH:22][CH:21]=1>[Cl-].C([N+](CC)(CC)CC)C1C=CC=CC=1.C1(C)C=CC=CC=1>[CH2:1]([N:3]([C:21]1[CH:22]=[C:23]([CH3:26])[CH:24]=[CH:25][CH:20]=1)[CH2:4][CH3:5])[CH3:2] |f:2.3|. Procedure: Analogous reaction of N,N-diethylaminotributyltin with aromatic iodides were less efficient; however, satisfactory yields (>60% yields of isolated product) could be obtained in the presence of ammonium salts. Thus, the reaction of N,N-diethylaminotributyltin with p-iodotoluene in the presence of N-benzyltriethylammonium chloride in toluene at 100° C. afforded 3-(N,N-diethylamino)toluene in 63% isolated yield.